This data is from the Open Reaction Database (ORD), a public repository of structured organic reaction records. The task is: describe an organic reaction: reactants, conditions, products, and yield The reactants are ClC=1C=CC(=C(C1)C1=NNC=C1NC(=O)C=1C=NN2C1N=CC=C2)OC(F)F (N-[3-[5-chloro-2-(difluoromethoxy)phenyl]-1H-pyrazol-4-yl]pyrazolo[1,5-a]pyrimidine-3-carboxamide), C(=O)([O-])[O-].[Cs+].[Cs+] (Cs2CO3), CS(=O)(=O)OCC=C1CCC2(OCCO2)CC1 (2-[1,4-dioxaspiro[4.5]decan-8-ylidene]ethyl methanesulfonate). The solvent is CN(C=O)C (N,N-dimethylformamide). Run at time 4 hour. Product: ClC=1C=CC(=C(C1)C1=NN(C=C1NC(=O)C=1C=NN2C1N=CC=C2)CC=C2CCC1(OCCO1)CC2)OC(F)F (N-[3-[5-chloro-2-(difluoromethoxy)phenyl]-1-(2-[1,4-dioxaspiro[4.5]decan-8-ylidene]ethyl)-1H-pyrazol-4-yl]pyrazolo[1,5-a]pyrimidine-3-carboxamide). The yield is 75.1%. RXN SMILES: [Cl:1][C:2]1[CH:3]=[CH:4][C:5]([O:25][CH:26]([F:28])[F:27])=[C:6]([C:8]2[C:12]([NH:13][C:14]([C:16]3[CH:17]=[N:18][N:19]4[CH:24]=[CH:23][CH:22]=[N:21][C:20]=34)=[O:15])=[CH:11][NH:10][N:9]=2)[CH:7]=1.C([O-])([O-])=O.[Cs+].[Cs+].CS(O[CH2:40][CH:41]=[C:42]1[CH2:51][CH2:50][C:45]2([O:49][CH2:48][CH2:47][O:46]2)[CH2:44][CH2:43]1)(=O)=O>CN(C)C=O>[Cl:1][C:2]1[CH:3]=[CH:4][C:5]([O:25][CH:26]([F:28])[F:27])=[C:6]([C:8]2[C:12]([NH:13][C:14]([C:16]3[CH:17]=[N:18][N:19]4[CH:24]=[CH:23][CH:22]=[N:21][C:20]=34)=[O:15])=[CH:11][N:10]([CH2:40][CH:41]=[C:42]3[CH2:51][CH2:50][C:45]4([O:46][CH2:47][CH2:48][O:49]4)[CH2:44][CH2:43]3)[N:9]=2)[CH:7]=1 |f:1.2.3|. Procedure details: To a solution of N-[3-[5-chloro-2-(difluoromethoxy)phenyl]-1H-pyrazol-4-yl]pyrazolo[1,5-a]pyrimidine-3-carboxamide (1.50 g, 3.71 mmol) in N,N-dimethylformamide (120 mL) was added Cs2CO3 (3.62 g, 11.11 mmol) and 2-[1,4-dioxaspiro[4.5]decan-8-ylidene]ethyl methanesulfonate (1.94 g, 7.39 mmol) at room temperature. The resulting solution was stirred for 4 h at room temperature and concentrated under vacuum. The residue was purified by flash chromatography on silica gel eluting with ethyl acetate/pet...